Dataset: the Open Reaction Database (ORD), a public repository of structured organic reaction records. Task: describe an organic reaction: reactants, conditions, products, and yield Starting materials: [K].S(=O)(=O)(O)CNC(SC)=S (methyl sulfomethyldithiocarbamate potassium salt), [N-]=[N+]=[N-].[Na+] (sodium azide). The solvent is O (water). The product is S(=O)(=O)(O)CN1N=NN=C1S (1-sulfomethyltetrazole-5-thiol). RXN SMILES: [K].[S:2]([CH2:6][NH:7][C:8](=[S:11])SC)([OH:5])(=[O:4])=[O:3].[N-:12]=[N+:13]=[N-:14].[Na+]>O>[S:2]([CH2:6][N:7]1[C:8]([SH:11])=[N:14][N:13]=[N:12]1)([OH:5])(=[O:4])=[O:3] |f:0.1,2.3,^1:0|. Procedure: A mixture of 45.3 g. (0.19 mol.) of methyl sulfomethyldithiocarbamate potassium salt and 16.9 g. (0.26 mol.) of sodium azide in 425 ml. of water was heated at 80° for 4.75 hours. The reaction mixture was passed through an Amberlite IR-12OH ion exchange resin column and eluted with water until the pH of the eluant became 3.5. The eluant was extracted with ether and the aqueous solution was evaporated to dryness to give 1-sulfomethyltetrazole-5-thiol. The reactants are C(C)(C)(C)OC(=O)C1CCN(CC1)C=1C(=NC2=CC=C(C=C2N1)C(=O)OC)C1=CC=CC=C1 (methyl 3-(4-(tert-butoxycarbonyl)piperidin-1-yl)-2-phenylquinoxaline-6-carboxylate), [H-].[Na+] (sodium hydride), CI (CH3I). Solvent: O1CCCC1 (tetrahydrofuran). Conditions: time 1 hour. Yields the product C(C)(C)(C)OC(=O)C1CCN(CC1)C=1C(=NC2=CC=C(C=C2N1)C(=O)O)C1=CC=CC=C1 (3-(4-(tert-Butoxycarbonyl)piperidin-1-yl)-2-phenylquinoxaline-6-carboxylic acid). RXN SMILES: [C:1]([O:5][C:6]([CH:8]1[CH2:13][CH2:12][N:11]([C:14]2[C:15]([C:28]3[CH:33]=[CH:32][CH:31]=[CH:30][CH:29]=3)=[N:16][C:17]3[C:22]([N:23]=2)=[CH:21][C:20]([C:24]([O:26]C)=[O:25])=[CH:19][CH:18]=3)[CH2:10][CH2:9]1)=[O:7])([CH3:4])([CH3:3])[CH3:2].[H-].[Na+].CI>O1CCCC1>[C:1]([O:5][C:6]([CH:8]1[CH2:9][CH2:10][N:11]([C:14]2[C:15]([C:28]3[CH:33]=[CH:32][CH:31]=[CH:30][CH:29]=3)=[N:16][C:17]3[C:22]([N:23]=2)=[CH:21][C:20]([C:24]([OH:26])=[O:25])=[CH:19][CH:18]=3)[CH2:12][CH2:13]1)=[O:7])([CH3:4])([CH3:2])[CH3:3] |f:1.2|. Procedure: Into a 100-mL round-bottom flask, was placed a solution of methyl 3-(4-(tert-butoxycarbonyl)piperidin-1-yl)-2-phenylquinoxaline-6-carboxylate (700 mg, 1.52 mmol, 1.00 equiv) in tetrahydrofuran (50 mL). Then sodium hydride (300 mg, 12.50 mmol, 8.25 equiv) was added. The resulting mixture was stirred for 1 h at room temperature. To this was added CH3I (0.5 mL) at 0° C. The resulting solution was stirred 3 h at room temperature. The reaction was then quenched by the addition of icewater. The result... Yield: 87.8%. The reactants are ClC(=O)OCC(C)C (isobutyl chloroformate), C1(=CC=CC=C1)[C@H]1[C@@H](CCC1)C(=O)O (trans-2-phenyl-cyclopentanecarboxylic acid), CN1CCOCC1 (N-methylmorpholine), C(C=C)N1C(=O)N(C(=O)C(=C1N)N)CC=C (1,3-diallyl-5,6-diaminouracil). Run in C(C)OCC (diethyl ether), O1CCCC1 (tetrahydrofuran). Reaction SMILES: [C:1]1([C@@H:7]2[CH2:11][CH2:10][CH2:9][C@H:8]2[C:12]([OH:14])=[O:13])[CH:6]=[CH:5][CH:4]=[CH:3][CH:2]=1.CN1CC[O:19]CC1.ClC(OCC(C)C)=O.C(N1[C:40]([NH2:41])=[C:39]([NH2:42])[C:37](=[O:38])N(CC=C)C1=O)C=C>O1CCCC1.C(OCC)C>[C:1]1([C@@H:7]2[CH2:11][CH2:10][CH2:9][C@H:8]2[C:12]([OH:14])=[O:13])[CH:6]=[CH:5][CH:4]=[CH:3][CH:2]=1.[CH2:1]([CH:7]1[C:11](=[O:19])[CH:10]([CH2:9][CH:8]=[CH2:12])[C:37](=[O:38])[C:39]([NH-:42])=[C:40]1[NH2:41])[CH:2]=[CH2:3]. Reported procedure: Dissolve trans-2-phenyl-cyclopentanecarboxylic acid (1.0 g, 5.3 mmol), prepared according to F. G. Bordwell and J. Almy, J. Org. Chem., 38, 571 (1973), in tetrahydrofuran (20 ml) and add N-methylmorpholine (0.58 ml, 5.3 mmol). Cool the reaction to -20° C. and add isobutyl chloroformate (0.69 ml, 5.3 mmol). Stir the reaction for 30 minutes, add 1,3-diallyl-5,6-diaminouracil (1.2 g, 5.3 mmol, in 4 ml dimethylformamide) and stir at -20° C. for 3 hours. Warm to room temperature and dilute the reacti... The product is C1(=CC=CC=C1)[C@H]1[C@@H](CCC1)C(=O)O (trans-2-phenyl-cyclo-pentanecarboxylic acid), C(C=C)C1C(=C(C(C(C1=O)CC=C)=O)[NH-])N (3,5-diallyl-2-amino-4,6-dioxo-cyclohex-1-enylamide). Reactants: CCCOC1CCNCC1, C#CCn1c(=O)sc2ccccc21, CCOC(C)=O, Cl[Cu]. Product: CCCOC1CCN(CCCn2c(=O)sc3ccccc32)CC1. RXN SMILES: [CH2:14]([CH2:15][CH3:16])[O:17][CH:18]1[CH2:19][CH2:20][NH:21][CH2:22][CH2:23]1.[CH2:1]([C:2]#[CH:3])[n:4]1[c:5](=[O:13])[s:6][c:7]2[c:8]1[cH:9][cH:10][cH:11][cH:12]2.[CH3:26][CH2:27][O:28][C:29]([CH3:30])=[O:31].[Cu:24][Cl:25]>>[CH2:1]([CH2:2][CH2:3][N:21]1[CH2:20][CH2:19][CH:18]([O:17][CH2:14][CH2:15][CH3:16])[CH2:23][CH2:22]1)[n:4]1[c:5](=[O:13])[s:6][c:7]2[c:8]1[cH:9][cH:10][cH:11][cH:12]2. The reactants are FC(C(F)(F)[*:1])(F)[*:2] (polytetrafluoroethylene), O=C[C@H](O)[C@@H](O)[C@H](O)[C@H](O)CO (glucose), F (hydrogen fluoride). Run at time 2.5 hour. Yields the product C1([C@H](O)[C@@H](O)[C@H](O)[C@H](O1)CO)F (glucosyl fluoride). Isolated yield 94.0%. As a reaction SMILES: [O:1]=[CH:2][C@@H:3]([C@H:5]([C@@H:7]([C@@H:9]([CH2:11][OH:12])[OH:10])[OH:8])[OH:6])O.[FH:13]>>[CH:11]1([F:13])[O:12][C@H:3]([CH2:2][OH:1])[C@@H:5]([OH:6])[C@H:7]([OH:8])[C@H:9]1[OH:10]. Procedure details: In a distillation flask of polytetrafluoroethylene, a solution of 10 g of glucose in 100 g of hydrogen fluoride, prepared analogously to Example 1, was distilled under reduced pressure at an internal temperature of -30° C. The pressure was regulated between 100 and 130 mbar in such a way that steady distillation took place. After 2.5 hours, the residual HF content in the bottoms from the distillation was then only 5 g. The distillation was terminated, and the residue worked up in accordance with... Starting materials: C([O-])([O-])=O.[K+].[K+] (potassium carbonate), ClC1=CC=C(C=C1)CC(C)(O)C (1-(4-chlorophenyl)-2-methylpropan-2-ol), ClCC#N (chloroacetonitrile), S(O)(O)(=O)=O (sulfuric acid). Run in C(C)(=O)O (acetic acid). Conditions: time 1 hour. Yields the product ClCC(=O)NC(CC1=CC=C(C=C1)Cl)(C)C (2-chloro-N -(1-(4-chlorophenyl)-2-methylpropan-2-yl)acetamide). Reaction SMILES: [Cl:1][C:2]1[CH:7]=[CH:6][C:5]([CH2:8][C:9]([CH3:12])(O)[CH3:10])=[CH:4][CH:3]=1.[Cl:13][CH2:14][C:15]#[N:16].S(=O)(=O)(O)[OH:18].C(=O)([O-])[O-].[K+].[K+]>C(O)(=O)C>[Cl:13][CH2:14][C:15]([NH:16][C:9]([CH3:12])([CH3:10])[CH2:8][C:5]1[CH:6]=[CH:7][C:2]([Cl:1])=[CH:3][CH:4]=1)=[O:18] |f:3.4.5|. Reported procedure: A solution of the crude alcohol (184 mg, 0.996 mmol) and chloroacetonitrile (150 mg, 1.99 mmol) in acetic acid (3.0 mL) was cooled to 0° C. Concentrated sulfuric acid (1.0 mL) was added to the solution dropwise while keeping the reaction temperature below 10° C. After stirring at room temperature for 1 hour, the resulting solution was poured onto ice and basified by the addition of solid potassium carbonate to pH>8. The mixture was extracted with ethyl acetate and the combined organic fractions ... Reactants: C=1C=CC2=C(C1)N=NN2O (HOBt), NC1C(CCCC1)N1C(C2=CC=CC=C2C(C1C1=C(C=C(C=C1)Cl)Cl)C(=O)NOCC1=CC=CC=C1)=O ((3RS,4RS)-2-[(1SR,2SR)-2-aminocyclohexyl]-N-(benzyloxy)-3-(2,4-dichlorophenyl)-1-oxo-1,2,3,4-tetrahydroisoquinoline-4-carboxamide), OCC(=O)O (hydroxyacetic acid), CCN=C=NCCCN(C)C (WSC). Product: C(C1=CC=CC=C1)ONC(=O)C1C(N(C(C2=CC=CC=C12)=O)C1C(CCCC1)NC(CO)=O)C1=C(C=C(C=C1)Cl)Cl ((3RS,4RS)—N-(benzyloxy)-3-(2,4-dichlorophenyl)-2-[(1SR,2SR)-2-(glycoloylamino)cyclohexyl]-1-oxo-1,2,3,4-tetrahydroisoquinoline-4-carboxamide). As a reaction SMILES: [NH2:1][CH:2]1[CH2:7][CH2:6][CH2:5][CH2:4][CH:3]1[N:8]1[CH:17]([C:18]2[CH:23]=[CH:22][C:21]([Cl:24])=[CH:20][C:19]=2[Cl:25])[CH:16]([C:26]([NH:28][O:29][CH2:30][C:31]2[CH:36]=[CH:35][CH:34]=[CH:33][CH:32]=2)=[O:27])[C:15]2[C:10](=[CH:11][CH:12]=[CH:13][CH:14]=2)[C:9]1=[O:37].[OH:38][CH2:39][C:40](O)=[O:41].CCN=C=NCCCN(C)C.C1C=CC2N(O)N=NC=2C=1>>[CH2:30]([O:29][NH:28][C:26]([CH:16]1[C:15]2[C:10](=[CH:11][CH:12]=[CH:13][CH:14]=2)[C:9](=[O:37])[N:8]([CH:3]2[CH2:4][CH2:5][CH2:6][CH2:7][CH:2]2[NH:1][C:39](=[O:38])[CH2:40][OH:41])[CH:17]1[C:18]1[CH:23]=[CH:22][C:21]([Cl:24])=[CH:20][C:19]=1[Cl:25])=[O:27])[C:31]1[CH:32]=[CH:33][CH:34]=[CH:35][CH:36]=1. Procedure: By condensing (3RS,4RS)-2-[(1SR,2SR)-2-aminocyclohexyl]-N-(benzyloxy)-3-(2,4-dichlorophenyl)-1-oxo-1,2,3,4-tetrahydroisoquinoline-4-carboxamide and hydroxyacetic acid using WSC and HOBt in accordance with Example 1, (3RS,4RS)—N-(benzyloxy)-3-(2,4-dichlorophenyl)-2-[(1SR,2SR)-2-(glycoloylamino)cyclohexyl]-1-oxo-1,2,3,4-tetrahydroisoquinoline-4-carboxamide was obtained as a colorless crystal. Product: BrC=1N=C(SC1)N1CC(C1)O (1-(4-bromothiazol-2-yl)azetidin-3-ol). Isolated yield 55.2%. Starting materials: BrC=1SC=C(N1)Br (2,4-dibromothiazole), Cl.N1CC(C1)O (azetidin-3-ol hydrochloride), C([O-])([O-])=O.[Cs+].[Cs+] (cesium carbonate). Run in C(C)#N (acetonitrile). Procedure details: A mixture of 2,4-dibromothiazole (1.00 g, 4.12 mmol), azetidin-3-ol hydrochloride (0.543 g, 4.96 mmol), and cesium carbonate (4.03 g, 12.37 mmol) in acetonitrile (30 mL) was stirred for 18 h at 70° C. The reaction mixture was cooled to room temperature and filtered. The filtrate was concentrated under vacuum, and the residue was purified via column chromatography on silica gel (eluting with 10:1, dichloromethane/methanol) to afford 1-(4-bromothiazol-2-yl)azetidin-3-ol (0.535 g, 53%) as a light y... As a reaction SMILES: Br[C:2]1[S:3][CH:4]=[C:5]([Br:7])[N:6]=1.Cl.[NH:9]1[CH2:12][CH:11]([OH:13])[CH2:10]1.C(=O)([O-])[O-].[Cs+].[Cs+]>C(#N)C>[Br:7][C:5]1[N:6]=[C:2]([N:9]2[CH2:12][CH:11]([OH:13])[CH2:10]2)[S:3][CH:4]=1 |f:1.2,3.4.5|. Reaction conditions: temperature 70 celsius, time 18 hour. Run in C1(=CC=CC=C1)C (Toluene), C(C)O (ethanol). Reagents/catalysts: C=1C=CC(=CC1)[P](C=2C=CC=CC2)(C=3C=CC=CC3)[Pd]([P](C=4C=CC=CC4)(C=5C=CC=CC5)C=6C=CC=CC6)([P](C=7C=CC=CC7)(C=8C=CC=CC8)C=9C=CC=CC9)[P](C=1C=CC=CC1)(C=1C=CC=CC1)C=1C=CC=CC1 (tetrakis(triphenylphosphine)palladium(0)), C=1C=CC(=CC1)[P](C=2C=CC=CC2)(C=3C=CC=CC3)[Pd]([P](C=4C=CC=CC4)(C=5C=CC=CC5)C=6C=CC=CC6)([P](C=7C=CC=CC7)(C=8C=CC=CC8)C=9C=CC=CC9)[P](C=1C=CC=CC1)(C=1C=CC=CC1)C=1C=CC=CC1 (tetrakis(triphenylphosphine)palladium(0)). RXN SMILES: [CH3:1][CH:2]([O:4][C:5](=[O:22])[NH:6][C@H:7]1[C:16]2[C:11](=[CH:12][CH:13]=[C:14](Br)[CH:15]=2)[N:10]([C:18](=[O:20])[CH3:19])[C@@H:9]([CH3:21])[CH2:8]1)[CH3:3].C(=O)([O-])[O-].[K+].[K+].[NH:29]1[C:33](B(O)O)=[CH:32][CH:31]=[N:30]1>C(O)C.C1(C)C=CC=CC=1.C1C=CC([P]([Pd]([P](C2C=CC=CC=2)(C2C=CC=CC=2)C2C=CC=CC=2)([P](C2C=CC=CC=2)(C2C=CC=CC=2)C2C=CC=CC=2)[P](C2C=CC=CC=2)(C2C=CC=CC=2)C2C=CC=CC=2)(C2C=CC=CC=2)C2C=CC=CC=2)=CC=1>[CH3:1][CH:2]([O:4][C:5](=[O:22])[NH:6][C@H:7]1[C:16]2[C:11](=[CH:12][CH:13]=[C:14]([C:31]3[NH:30][N:29]=[CH:33][CH:32]=3)[CH:15]=2)[N:10]([C:18](=[O:20])[CH3:19])[C@@H:9]([CH3:21])[CH2:8]1)[CH3:3] |f:1.2.3,^1:50,52,71,90|. Procedure: 1-Methylethyl((cis)-1-acetyl-6-bromo-2-methyl-1,2,3,4-tetrahydro-4-quinolinyl)carbamate (for a preparation see Example 61) (100 mg, 0.271 mmol) was dissolved in ethanol (1 mL) and Toluene (1 mL), mixed with potassium carbonate (74.9 mg, 0.542 mmol), 1H-pyrazol-5-ylboronic acid (36.4 mg, 0.325 mmol, available from Frontier Scientific) followed by tetrakis(triphenylphosphine)palladium(0) (15.65 mg, 0.014 mmol) and refluxed under nitrogen at 90° C. After 21 hours a sample of tetrakis(triphenylphosp... The product is CC(C)OC(N[C@@H]1C[C@@H](N(C2=CC=C(C=C12)C1=CC=NN1)C(C)=O)C)=O (1-methylethyl[(cis)-1-acetyl-2-methyl-6-(1H-pyrazol-5-yl)-1,2,3,4-tetrahydro-4-quinolinyl]carbamate). Reactants: CC(C)OC(N[C@@H]1C[C@@H](N(C2=CC=C(C=C12)Br)C(C)=O)C)=O (1-Methylethyl((cis)-1-acetyl-6-bromo-2-methyl-1,2,3,4-tetrahydro-4-quinolinyl)carbamate), N1N=CC=C1B(O)O (1H-pyrazol-5-ylboronic acid), N1N=CC=C1B(O)O (1H-pyrazol-5-ylboronic acid), C([O-])([O-])=O.[K+].[K+] (potassium carbonate), N1N=CC=C1B(O)O (1H-pyrazol-5-ylboronic acid). Conditions: temperature 90 celsius. Starting materials: Cc1cnc(CNC2CCCc3cccnc32)c(C)c1, COC(=O)c1cc(C#N)ccc1CBr, CC#N, [K+], [K+], O=C([O-])[O-]. The product is COC(=O)c1cc(C#N)ccc1CN(Cc1ncc(C)cc1C)C1CCCc2cccnc21. Reaction SMILES: [CH3:1][c:2]1[c:3]([CH2:9][NH:10][CH:11]2[CH2:12][CH2:13][CH2:14][c:15]3[cH:16][cH:17][cH:18][n:19][c:20]32)[n:4][cH:5][c:6]([CH3:8])[cH:7]1.[CH3:21][O:22][C:23]([c:24]1[c:25]([CH2:32][Br:33])[cH:26][cH:27][c:28]([C:30]#[N:31])[cH:29]1)=[O:34].[CH3:41][C:42]#[N:43].[K+:35].[K+:36].[O-:37][C:38]([O-:39])=[O:40]>>[CH3:1][c:2]1[c:3]([CH2:9][N:10]([CH:11]2[CH2:12][CH2:13][CH2:14][c:15]3[cH:16][cH:17][cH:18][n:19][c:20]32)[CH2:32][c:25]2[c:24]([C:23]([O:22][CH3:21])=[O:34])[cH:29][c:28]([C:30]#[N:31])[cH:27][cH:26]2)[n:4][cH:5][c:6]([CH3:8])[cH:7]1.